Dataset: the Open Reaction Database (ORD), a public repository of structured organic reaction records. Task: describe an organic reaction: reactants, conditions, products, and yield Starting materials: CN(C(=O)C1CC=2C=3N(C(NC2CC1)=O)C=C(N3)C3=C(C=CC=C3)F)C (9-(N,N-Dimethylcarbamyl)-2-(2-fluorophenyl)-7,8,9,10-tetrahydro-imidazo[1,2-c]-quinazolin-5(6H)-one), [H-].[Al+3].[Li+].[H-].[H-].[H-] (lithium aluminum hydride), Cl (HCl). Run in C(C)(=O)OCC (ethyl acetate), C(C)(=O)OCC (ethyl acetate). Reaction conditions: time 20 minute. The product is Cl.CN(C)CC1CC=2C=3N(C(NC2CC1)=O)C=C(N3)C3=C(C=CC=C3)F (9-(N,N-Dimethylaminomethyl)-2-(2-fluoropenyl)-7,8,9,10-tetrahydro-imidazo[1,2-c]-quinazolin-5(6H)-one monohydrochloride). Reaction SMILES: [CH3:1][N:2]([CH3:26])[C:3]([CH:5]1[CH2:14][CH2:13][C:12]2[NH:11][C:10](=[O:15])[N:9]3[CH:16]=[C:17]([C:19]4[CH:24]=[CH:23][CH:22]=[CH:21][C:20]=4[F:25])[N:18]=[C:8]3[C:7]=2[CH2:6]1)=O.[H-].[Al+3].[Li+].[H-].[H-].[H-].[ClH:33]>C(OCC)(=O)C>[ClH:33].[CH3:26][N:2]([CH2:3][CH:5]1[CH2:14][CH2:13][C:12]2[NH:11][C:10](=[O:15])[N:9]3[CH:16]=[C:17]([C:19]4[CH:24]=[CH:23][CH:22]=[CH:21][C:20]=4[F:25])[N:18]=[C:8]3[C:7]=2[CH2:6]1)[CH3:1] |f:1.2.3.4.5.6,9.10|. Reported procedure: To 100 mL of anhydrous tetrahydrofuron was added 9-(N,N-Dimethylcarbamyl)-2-(2-fluorophenyl)-7,8,9,10-tetrahydro-imidazo[1,2-c]-quinazolin-5(6H)-one (70 mg). The mixture was refluxed until the solid had completely dissolved. Refluxing was ceased and 100 mg of lithium aluminum hydride was added to the solution. This mixture was allowed to stand for 20 min before being quenched with ethyl acetate. The quenched reaction mixture was filtered through celite and the solvent removed in vacuo to yield a... The reactants are [K+], Cc1ccccc1[N+](=O)[O-], CN(C)C=O, [OH-], O. Yields the product O=[N+]([O-])c1ccccc1CCO. As a reaction SMILES: [K+:13].[N+:1](=[O:2])([O-:3])[c:4]1[c:5]([CH3:10])[cH:6][cH:7][cH:8][cH:9]1.[O:14]=[CH:15][N:16]([CH3:17])[CH3:18].[OH-:12].[OH2:11]>>[N+:1](=[O:2])([O-:3])[c:4]1[c:5]([CH2:10][CH2:15][OH:14])[cH:6][cH:7][cH:8][cH:9]1. Starting materials: [N+](=O)(O)[O-] (Nitric acid), ClC1=C(C(=CC=C1)Cl)SC(CN1C=NC=C1)CCC=1SC(=CC1)Cl (1-[2-(2,6-dichlorophenylthio)-4-(5-chloro-2-thienyl)-n-butyl]imidazole). The solvent is CCOCC (ether). Product: [N+](=O)(O)[O-].ClC1=C(C(=CC=C1)Cl)SC(CN1C=NC=C1)CCC=1SC(=CC1)Cl (1-[2-(2,6-dichlorophenylthio)-4-(5-chloro-2-thienyl)-n-butyl]imidazole nitrate). RXN SMILES: [N+:1]([O-:4])([OH:3])=[O:2].[Cl:5][C:6]1[CH:11]=[CH:10][CH:9]=[C:8]([Cl:12])[C:7]=1[S:13][CH:14]([CH2:21][CH2:22][C:23]1[S:24][C:25]([Cl:28])=[CH:26][CH:27]=1)[CH2:15][N:16]1[CH:20]=[CH:19][N:18]=[CH:17]1>CCOCC>[N+:1]([O-:4])([OH:3])=[O:2].[Cl:5][C:6]1[CH:11]=[CH:10][CH:9]=[C:8]([Cl:12])[C:7]=1[S:13][CH:14]([CH2:21][CH2:22][C:23]1[S:24][C:25]([Cl:28])=[CH:26][CH:27]=1)[CH2:15][N:16]1[CH:20]=[CH:19][N:18]=[CH:17]1 |f:3.4|. Procedure details: Nitric acid (70%; d=1.42) is added dropwise to a stirred solution of 2.0 g of 1-[2-(2,6-dichlorophenylthio)-4-(5-chloro-2-thienyl)-n-butyl]imidazole in 30 ml of anhydrous ether until precipitation is complete. The product is filtered off, washed with ether, air dried and recrystallized from ethanol to yield 1-[2-(2,6-dichlorophenylthio)-4-(5-chloro-2-thienyl)-n-butyl]imidazole nitrate mp 147°-148.5° (dec.) Reactants: CC(C(C(=O)O)C1=CC=C(C=C1)OC(C(F)F)(F)F)C (3-methyl-2-[p-(1,1,2,2-tetrafluoroethoxy)phenyl]butyric acid), S(=O)(Cl)Cl (thionyl chloride). Solvent: C1=CC=CC=C1 (benzene). Yields the product CC(C(C(=O)Cl)C1=CC=C(C=C1)OC(C(F)F)(F)F)C (3-Methyl-2-[p-(1,1,2,2-tetrafluoroethoxy)phenyl]butyryl chloride). The yield is 105.6%. Reaction SMILES: [CH3:1][CH:2]([CH3:20])[CH:3]([C:7]1[CH:12]=[CH:11][C:10]([O:13][C:14]([F:19])([F:18])[CH:15]([F:17])[F:16])=[CH:9][CH:8]=1)[C:4](O)=[O:5].S(Cl)([Cl:23])=O>C1C=CC=CC=1>[CH3:1][CH:2]([CH3:20])[CH:3]([C:7]1[CH:12]=[CH:11][C:10]([O:13][C:14]([F:19])([F:18])[CH:15]([F:17])[F:16])=[CH:9][CH:8]=1)[C:4]([Cl:23])=[O:5]. Procedure: A stirred mixture of 20.00 g (0.0680 mol) of 3-methyl-2-[p-(1,1,2,2-tetrafluoroethoxy)phenyl]butyric acid, 20.00 ml (33.2 g, 0.280 mol) of thionyl chloride (Baker), and 75 ml of dried benzene is refluxed for 4 hours. The reaction mixture is then evaporated and the resulting residue is diluted with 50 ml of benzene and again evaporated to give 22.46 g (106%) of a clear dark brown liquid. This product is used as is in the subsequent reactions. The liquid is examined by infrared analysis and determ... The reactants are ClC=1C=C(C=CC1F)C1=CN=C2N1C=CC(=C2F)C(C)(C)O (2-[3-(3-Chloro-4-fluorophenyl)-8-fluoroimidazo[1,2-α]pyridin-7-yl]-propan-2-ol), CC1=NC=2C=CC=C(C2C=C1)B(O)O (2-methylquinoline-5-boronic acid). The product is FC=1C=2N(C=CC1C(C)(C)O)C(=CN2)C2=CC(=C(C=C2)F)C2=C1C=CC(=NC1=CC=C2)C (2-{8-fluoro-3-[4-fluoro-3-(2-methylquinolin-5-yl)phenyl]imidazo[1,2-α]pyridin-7-yl}propan-2-ol). Isolated yield 4.0%. RXN SMILES: Cl[C:2]1[CH:3]=[C:4]([C:9]2[N:13]3[CH:14]=[CH:15][C:16]([C:19]([OH:22])([CH3:21])[CH3:20])=[C:17]([F:18])[C:12]3=[N:11][CH:10]=2)[CH:5]=[CH:6][C:7]=1[F:8].[CH3:23][C:24]1[CH:33]=[CH:32][C:31]2[C:30](B(O)O)=[CH:29][CH:28]=[CH:27][C:26]=2[N:25]=1>>[F:18][C:17]1[C:12]2[N:13]([C:9]([C:4]3[CH:5]=[CH:6][C:7]([F:8])=[C:2]([C:30]4[CH:29]=[CH:28][CH:27]=[C:26]5[C:31]=4[CH:32]=[CH:33][C:24]([CH3:23])=[N:25]5)[CH:3]=3)=[CH:10][N:11]=2)[CH:14]=[CH:15][C:16]=1[C:19]([OH:22])([CH3:21])[CH3:20]. Reported procedure: 2-[3-(3-Chloro-4-fluorophenyl)-8-fluoroimidazo[1,2-α]pyridin-7-yl]-propan-2-ol and 2-methylquinoline-5-boronic acid were coupled in the same way as in Example 30 to give 2-{8-fluoro-3-[4-fluoro-3-(2-methylquinolin-5-yl)phenyl]imidazo[1,2-α]pyridin-7-yl}propan-2-ol as an off-white solid (5 mg, 4%): m/z (ES+) 430 [MH+]. Starting materials: O=C([O-])[O-], CN(C)C=O, CCOCC, O=[N+]([O-])c1cc(Cl)c(O)cc1F, CI, [K+], [K+]. Yields the product COc1cc(F)c([N+](=O)[O-])cc1Cl. As a reaction SMILES: [C:13](=[O:14])([O-:15])[O-:16].[CH3:21][N:22]([CH3:23])[CH:24]=[O:25].[CH3:26][CH2:27][O:28][CH2:29][CH3:30].[Cl:1][c:2]1[c:3]([OH:12])[cH:4][c:5]([F:11])[c:6]([N+:8](=[O:9])[O-:10])[cH:7]1.[I:19][CH3:20].[K+:17].[K+:18]>>[Cl:1][c:2]1[c:3]([O:12][CH3:13])[cH:4][c:5]([F:11])[c:6]([N+:8](=[O:9])[O-:10])[cH:7]1. Starting materials: C(C)C1=CNC=C1 (3-Ethylpyrrole), Compound A, C(=O)C=1NC=C(C1)CC (2-formyl-4-ethylpyrrole), OC=1C=C(C=CC1C)NC1=NC=NN2C1=CC(=C2)C (4-(3-Hydroxy-4-methyl-phenylamino)-6-methyl-pyrrolo[2,1-f][1,2,4]triazine). Product: C(=O)C=1NC=CC1CC (2-formyl-3-ethylpyrrole). RXN SMILES: [CH2:1]([C:3]1[CH:7]=[CH:6][NH:5][CH:4]=1)[CH3:2].[CH:8](C1NC=C(CC)C=1)=[O:9].OC1C=C(NC2C3=CC(C)=CN3N=CN=2)C=CC=1C>>[CH:8]([C:4]1[NH:5][CH:6]=[CH:7][C:3]=1[CH2:1][CH3:2])=[O:9]. Procedure details: 3-Ethylpyrrole was converted to a mixture of Compound A and 2-formyl-4-ethylpyrrole as described in the preparation of Compound A of Example 5. [M+H]+=124.1 Starting materials: OC(COC1=CC=C(C=C1)CC(=O)OC)CNC(C)C (methyl 4-[2-hydroxy-3-[(1-methylethyl)-amino]propoxy]phenylacetate), Cl (hydrochloric acid). Yields the product Cl.OC(COC1=CC=C(C=C1)CC(=O)O)CNC(C)C (4-[2-hydroxy-3-[(1-methylethyl)-amino]propoxy]phenylacetic acid hydrochloride). RXN SMILES: [OH:1][CH:2]([CH2:16][NH:17][CH:18]([CH3:20])[CH3:19])[CH2:3][O:4][C:5]1[CH:10]=[CH:9][C:8]([CH2:11][C:12]([O:14]C)=[O:13])=[CH:7][CH:6]=1.[ClH:21]>>[ClH:21].[OH:1][CH:2]([CH2:16][NH:17][CH:18]([CH3:20])[CH3:19])[CH2:3][O:4][C:5]1[CH:6]=[CH:7][C:8]([CH2:11][C:12]([OH:14])=[O:13])=[CH:9][CH:10]=1 |f:2.3|. Procedure: A solution of methyl 4-[2-hydroxy-3-[(1-methylethyl)-amino]propoxy]phenylacetate (563 mg, 2.00 mmol) in 6M hydrochloric acid (15 ml) was heated at 100° C. for 4 hours. The reaction mixture was concentrated (rotavapor) and the residue was taken up in water and lyophilised. 1H and 13C NMR spectra were in accordance with the strucure and MALDI mass spectrometry gave a M+H at 268 as expected.